From a dataset of the Open Reaction Database (ORD), a public repository of structured organic reaction records. describe an organic reaction: reactants, conditions, products, and yield Starting materials: CC(C)(C)OC(=O)Nc1ncc(Br)s1, C#C[Si](C)(C)C, CCN(C(C)C)C(C)C, [Cu]I, N#N, CN(C)C=O, c1ccc(P(c2ccccc2)(c2ccccc2)[Pd](P(c2ccccc2)(c2ccccc2)c2ccccc2)(P(c2ccccc2)(c2ccccc2)c2ccccc2)P(c2ccccc2)(c2ccccc2)c2ccccc2)cc1. The product is CC(C)(C)OC(=O)Nc1ncc(C#C[Si](C)(C)C)s1. Reaction SMILES: [Br:1][c:2]1[cH:3][n:4][c:5]([NH:7][C:8]([O:9][C:10]([CH3:11])([CH3:12])[CH3:13])=[O:14])[s:6]1.[C:15](#[CH:16])[Si:17]([CH3:18])([CH3:19])[CH3:20].[CH:21]([N:22]([CH:23]([CH3:24])[CH3:25])[CH2:26][CH3:27])([CH3:28])[CH3:29].[Cu:114][I:115].[N:30]#[N:31].[O:32]=[CH:33][N:34]([CH3:35])[CH3:36].[cH:37]1[cH:38][cH:39][c:40]([P:41]([Pd:42]([P:43]([c:44]2[cH:45][cH:46][cH:47][cH:48][cH:49]2)([c:50]2[cH:51][cH:52][cH:53][cH:54][cH:55]2)[c:56]2[cH:57][cH:58][cH:59][cH:60][cH:61]2)([P:62]([c:63]2[cH:64][cH:65][cH:66][cH:67][cH:68]2)([c:69]2[cH:70][cH:71][cH:72][cH:73][cH:74]2)[c:75]2[cH:76][cH:77][cH:78][cH:79][cH:80]2)[P:81]([c:82]2[cH:83][cH:84][cH:85][cH:86][cH:87]2)([c:88]2[cH:89][cH:90][cH:91][cH:92][cH:93]2)[c:94]2[cH:95][cH:96][cH:97][cH:98][cH:99]2)([c:100]2[cH:101][cH:102][cH:103][cH:104][cH:105]2)[c:106]2[cH:107][cH:108][cH:109][cH:110][cH:111]2)[cH:112][cH:113]1>>[c:2]1([C:16]#[C:15][Si:17]([CH3:18])([CH3:19])[CH3:20])[cH:3][n:4][c:5]([NH:7][C:8]([O:9][C:10]([CH3:11])([CH3:12])[CH3:13])=[O:14])[s:6]1. Reactants: Cl (hydrochloric acid), C1(=CC=CC=C1)CN1CC(N(CC1)CCCNC(=O)C1=CC2=CN=C3C=CC=C(S1)N32)=O (N-[3-(4-phenylmethyl-2-oxopiperazin-1-yl)propan-1-yl]-5-thia-1,8b-diazaacenaphthylene-4-carboxamide). Solvent: C(C)O (ethanol). Conditions: time 1 hour. Yields the product Cl.Cl.C1(=CC=CC=C1)CN1CC(N(CC1)CCCNC(=O)C1=CC2=CN=C3C=CC=C(S1)N32)=O (N-(3-(4-phenylmethyl-2-oxopiperazin-1-yl)propan-1-yl]-5-thia-1,8b-diazaacenaphthylene-4-carboxamide dihydrochloride), powder. Isolated yield 98.0%. As a reaction SMILES: [ClH:1].[C:2]1([CH2:8][N:9]2[CH2:14][CH2:13][N:12]([CH2:15][CH2:16][CH2:17][NH:18][C:19]([C:21]3[S:31][C:30]4[N:32]5[C:23](=[CH:24][N:25]=[C:26]5[CH:27]=[CH:28][CH:29]=4)[CH:22]=3)=[O:20])[C:11](=[O:33])[CH2:10]2)[CH:7]=[CH:6][CH:5]=[CH:4][CH:3]=1>C(O)C>[ClH:1].[ClH:1].[C:2]1([CH2:8][N:9]2[CH2:14][CH2:13][N:12]([CH2:15][CH2:16][CH2:17][NH:18][C:19]([C:21]3[S:31][C:30]4[N:32]5[C:23](=[CH:24][N:25]=[C:26]5[CH:27]=[CH:28][CH:29]=4)[CH:22]=3)=[O:20])[C:11](=[O:33])[CH2:10]2)[CH:7]=[CH:6][CH:5]=[CH:4][CH:3]=1 |f:3.4.5|. Reported procedure: Concentrated hydrochloric acid(0.8 ml) was added to a stirred solution of N-[3-(4-phenylmethyl-2-oxopiperazin-1-yl)propan-1-yl]-5-thia-1,8b-diazaacenaphthylene-4-carboxamide (300 mg, 0.670 mmol) in ethanol (5.0 ml) at room temperature. After stirring at room temperature for 1 hour, the reaction mixture was concentrated in vacuo to give N-(3-(4-phenylmethyl-2-oxopiperazin-1-yl)propan-1-yl]-5-thia-1,8b-diazaacenaphthylene-4-carboxamide dihydrochloride as an orange amorphous powder (345 mg, 98%). Reactants: alcohol, [Na] (sodium), O=S1(CC(CN(C2=C1C=C(C(=C2)Br)OCC(=O)O)C2=CC=CC=C2)(CC)CCCC)=O (1,1-dioxo-3-butyl-3-ethyl-5-phenyl-7-bromo-8-carboxymethoxy-2,3,4,5-tetrahydro-1,5-benzothiazepine), [Na] (sodium). Solvent: C(C)(C)O (isopropyl alcohol). Procedure: To isopropyl alcohol (12 ml) was added sodium (115 mg, 5 mmol) and the temperature was then raised to 80° C. to let the alcohol salt form. After all the sodium was dissolved 1,1-dioxo-3-butyl-3-ethyl-5-phenyl-7-bromo-8-carboxymethoxy-2,3,4,5-tetrahydro-1,5-benzothiazepine (Method 9; 100 mg, 0.2 mmol) was added in one portion. The reaction was then refluxed overnight, and then cooled to room temperature and quenched with acetic acid. The solvent was then removed under reduced pressure and the res... Reaction SMILES: [Na].[O:2]=[S:3]1(=[O:32])[C:9]2[CH:10]=[C:11]([O:15][CH2:16][C:17]([OH:19])=[O:18])[C:12](Br)=[CH:13][C:8]=2[N:7]([C:20]2[CH:25]=[CH:24][CH:23]=[CH:22][CH:21]=2)[CH2:6][C:5]([CH2:28][CH2:29][CH2:30][CH3:31])([CH2:26][CH3:27])[CH2:4]1>C(O)(C)C>[O:2]=[S:3]1(=[O:32])[C:9]2[CH:10]=[C:11]([O:15][CH2:16][C:17]([OH:19])=[O:18])[C:12]([O:15][CH:11]([CH3:12])[CH3:10])=[CH:13][C:8]=2[N:7]([C:20]2[CH:25]=[CH:24][CH:23]=[CH:22][CH:21]=2)[CH2:6][C:5]([CH2:28][CH2:29][CH2:30][CH3:31])([CH2:26][CH3:27])[CH2:4]1 |^1:0|. Conditions: temperature 80 celsius. Yields the product O=S1(CC(CN(C2=C1C=C(C(=C2)OC(C)C)OCC(=O)O)C2=CC=CC=C2)(CC)CCCC)=O (1,1-Dioxo-3-butyl-3-ethyl-5-phenyl-7-isopropoxy-8-carboxymethoxy-2,3,4,5-tetrahydro-1,5-benzothiazepine). The yield is 81.7%.